From a dataset of the Open Reaction Database (ORD), a public repository of structured organic reaction records. describe an organic reaction: reactants, conditions, products, and yield The reactants are BrC1=CC2=C(N(C=C(C2=O)C(=O)OCC)CC)S1 (ethyl 2-bromo-7-ethyl-4-oxo-4,7-dihydrothieno[2,3-b]pyridine-5-carboxylate), ClC1=CC=C(CN)C=C1 (4-chlorobenzylamine). The solvent is C1(=CC=CC=C1)C (toluene). Conditions: temperature 190 celsius, time 1 hour. Yields the product BrC1=CC2=C(N(C=C(C2=O)C(=O)NCC2=CC=C(C=C2)Cl)CC)S1 (2-Bromo-N-(4-chlorobenzyl)-7-ethyl-4-oxo-4,7-dihydrothieno[2,3-b]pyridine-5-carboxamide). The yield is 59.0%. Reaction SMILES: [Br:1][C:2]1[S:18][C:5]2[N:6]([CH2:16][CH3:17])[CH:7]=[C:8]([C:11]([O:13]CC)=O)[C:9](=[O:10])[C:4]=2[CH:3]=1.[Cl:19][C:20]1[CH:27]=[CH:26][C:23]([CH2:24][NH2:25])=[CH:22][CH:21]=1>C1(C)C=CC=CC=1>[Br:1][C:2]1[S:18][C:5]2[N:6]([CH2:16][CH3:17])[CH:7]=[C:8]([C:11]([NH:25][CH2:24][C:23]3[CH:26]=[CH:27][C:20]([Cl:19])=[CH:21][CH:22]=3)=[O:13])[C:9](=[O:10])[C:4]=2[CH:3]=1. Procedure details: A mixture of ethyl 2-bromo-7-ethyl-4-oxo-4,7-dihydrothieno[2,3-b]pyridine-5-carboxylate (Eur. J. Med. Chem. 1987, 22, 139) (0.500 g) and 4-chlorobenzylamine (1.84 mL) is stirred at 190° C. for 1 h. The reaction is then allowed to cool to rt and is diluted with toluene. The resulting precipitate is filtered off and washed with toluene followed by hexanes to yield a tan solid. This material is recrystallized from acetic acid/water then ethanol to yield 0.379 g (59%) of the title compound as a whit...